From a dataset of the Open Reaction Database (ORD), a public repository of structured organic reaction records. describe an organic reaction: reactants, conditions, products, and yield As a reaction SMILES: [CH2:1]([NH:8][C@H:9]1[C@@H:15]([F:16])[CH2:14][C@@H:13]2[N:17]([CH2:18][C:19]3[CH:24]=[CH:23][CH:22]=[CH:21][CH:20]=3)[C@@:10]1([C:32]1[CH:37]=[CH:36][CH:35]=[CH:34][CH:33]=1)[CH2:11][C@H:12]2[C:25](OC(C)(C)C)=[O:26])[C:2]1[CH:7]=[CH:6][CH:5]=[CH:4][CH:3]=1.C([BH-](CC)CC)C.[Li+].[OH-].[Na+]>O1CCCC1>[CH2:1]([NH:8][C@H:9]1[C@@H:15]([F:16])[CH2:14][C@@H:13]2[N:17]([CH2:18][C:19]3[CH:20]=[CH:21][CH:22]=[CH:23][CH:24]=3)[C@@:10]1([C:32]1[CH:37]=[CH:36][CH:35]=[CH:34][CH:33]=1)[CH2:11][C@H:12]2[CH2:25][OH:26])[C:2]1[CH:7]=[CH:6][CH:5]=[CH:4][CH:3]=1 |f:1.2,3.4|. Reactants: C(C)[BH-](CC)CC.[Li+] (lithium triethylborohydride), C(C1=CC=CC=C1)N[C@@H]1[C@@]2(C[C@H]([C@H](C[C@@H]1F)N2CC2=CC=CC=C2)C(=O)OC(C)(C)C)C2=CC=CC=C2 ((1R*,2R*,3S*,5S*,6R*)-2-Benzylamino-8-benzyl-3-fluoro-1-phenyl-6-(tert-butoxycarbonyl)-8-azabicyclo[3.2.1]octane), [OH-].[Na+] (sodium hydroxide). Reported procedure: (1R*,2R*,3S*,5S*,6R*)-2-Benzylamino-8-benzyl-3-fluoro-1-phenyl-6-(tert-butoxycarbonyl)-8-azabicyclo[3.2.1]octane (Description 36b; 651 mg, 1.3 mmol) was dissolved in tetrahydrofuran (10 mL) and then treated with a solution of lithium triethylborohydride in tetrahydrofuran (4 mL, 1M, 4 mmol). The solution was stirred at room temperature for 1 hour, then poured into aqueous sodium hydroxide solution (50 mL, 1M). The suspension formed was extracted with ethyl acetate (2×100 mL) and the extracts wer... The solvent is O1CCCC1 (tetrahydrofuran), O1CCCC1 (tetrahydrofuran). Isolated yield 84.6%. Run at time 1 hour. Yields the product C(C1=CC=CC=C1)N[C@@H]1[C@@]2(C[C@H]([C@H](C[C@@H]1F)N2CC2=CC=CC=C2)CO)C2=CC=CC=C2 ((1R*,2R*,3S*,5S*,6R*)-2-Benzylamino-8-benzyl-3-fluoro-1-phenyl-6-(hydroxymethyl)-8-azabicyclo[3.2.1]octane). Starting materials: C(=O)C1=CC=C(C=C1)C=1C(=CC2=C(N=C(N=C2)C#N)N1)C1=CC=CC=C1 (7-(4-formylphenyl)-6-phenylpyrido[2,3-d]pyrimidine-2-carbonitrile), C1CCOC1 (THF), C(=O)([O-])[O-].[K+].[K+] (K2CO3), C(=O)(N)N.OO (urea peroxide). The solvent is O (H2O). Run at time 1 hour. The product is C(=O)C1=CC=C(C=C1)C=1C(=CC2=C(N=C(N=C2)C(=O)N)N1)C1=CC=CC=C1 (7-(4-formylphenyl)-6-phenylpyrido[2,3-d]pyrimidine-2-carboxamide). As a reaction SMILES: [CH:1]([C:3]1[CH:8]=[CH:7][C:6]([C:9]2[C:10]([C:21]3[CH:26]=[CH:25][CH:24]=[CH:23][CH:22]=3)=[CH:11][C:12]3[CH:17]=[N:16][C:15]([C:18]#[N:19])=[N:14][C:13]=3[N:20]=2)=[CH:5][CH:4]=1)=[O:2].C1C[O:30]CC1.C([O-])([O-])=O.[K+].[K+].C(N)(N)=O.OO>O>[CH:1]([C:3]1[CH:4]=[CH:5][C:6]([C:9]2[C:10]([C:21]3[CH:26]=[CH:25][CH:24]=[CH:23][CH:22]=3)=[CH:11][C:12]3[CH:17]=[N:16][C:15]([C:18]([NH2:19])=[O:30])=[N:14][C:13]=3[N:20]=2)=[CH:7][CH:8]=1)=[O:2] |f:2.3.4,5.6|. Reported procedure: To a mixture of 7-(4-formylphenyl)-6-phenylpyrido[2,3-d]pyrimidine-2-carbonitrile (2-5) (0.100 g, 0.297 mmol) in 2:1 THF:H2O (6 mL) was added K2CO3 (16 mg) and urea peroxide (0.112 g, 1.19 mmol). The mixture was stirred for 1 hr @ rt when it was concentrated, diluted with 1:1 H2—O:saturated aqueous Na2CO3, and extracted 3× with CH2Cl2. The combined organics were dried (anhd. Na2SO4), filtered, and concentrated. The crude material was used directly in the next step. LRMS, calc'd: 355.0, found: 35... Reactants: O=C1C(CNCC1)C(=O)[O-] (4-oxo-3-piperidinecarboxylate), TEA, C(Cl)Cl (DCM), C(C1=CC=CC=C1)OC(=O)Cl (benzylchloroformate). Run at time 1 hour. Product: O=C1C(CN(CC1)C(=O)OCC1=CC=CC=C1)C(=O)OC (3-methyl 1-(phenylmethyl) 4-oxo-1,3-piperidinedicarboxylate). As a reaction SMILES: [O:1]=[C:2]1[CH2:7][CH2:6][NH:5][CH2:4][CH:3]1[C:8]([O-:10])=[O:9].[CH2:11]([O:18][C:19](Cl)=[O:20])[C:12]1[CH:17]=[CH:16][CH:15]=[CH:14][CH:13]=1.[CH2:22](Cl)Cl>>[O:1]=[C:2]1[CH2:7][CH2:6][N:5]([C:19]([O:18][CH2:11][C:12]2[CH:17]=[CH:16][CH:15]=[CH:14][CH:13]=2)=[O:20])[CH2:4][CH:3]1[C:8]([O:10][CH3:22])=[O:9]. Procedure details: To a stirred solution of 4-oxo-3-piperidinecarboxylate (5 g) in dry DCM (50 ml), under N2 atmosphere, TEA (9 mL) was added at rt and then, at 0° C., benzylchloroformate (4.2 mL) was added slowly and stirring was continued for 30 minutes at 0° C. and 1 h at RT. The mixture was quenched at 0° C. with HCl 2N. The aqueous phase was extracted with DCM (2 times) and the combined organic layers were washed with saturated NaCl aqueous solution, dried and concentrated in vacuo to give the title compound ... Starting materials: O=C([O-])[O-], CC(C)OC(C)C, Clc1cc(Cl)ncn1, O=[N+]([O-])c1ccc(O)c(F)c1, [K+], [K+], CN(C)C=O, O. The product is O=[N+]([O-])c1ccc(Oc2cc(Cl)ncn2)c(F)c1. Reaction SMILES: [C:20](=[O:21])([O-:22])[O-:23].[CH:26]([O:27][CH:28]([CH3:29])[CH3:30])([CH3:31])[CH3:32].[Cl:1][c:2]1[n:3][cH:4][n:5][c:6]([Cl:8])[cH:7]1.[F:9][c:10]1[c:11]([OH:19])[cH:12][cH:13][c:14]([N+:16](=[O:17])[O-:18])[cH:15]1.[K+:24].[K+:25].[O:34]=[CH:35][N:36]([CH3:37])[CH3:38].[OH2:33]>>[c:2]1([O:19][c:11]2[c:10]([F:9])[cH:15][c:14]([N+:16](=[O:17])[O-:18])[cH:13][cH:12]2)[n:3][cH:4][n:5][c:6]([Cl:8])[cH:7]1. The reactants are [N+](=O)([O-])C1=CC=C(C=C1)NCCCOC1=CC=C(C(=O)OC)C=C1 (methyl 4-[3-[N-(4nitrophenyl)amino]propoxy]benzoate). Reagents/catalysts: [Pd] (palladium/carbon). Solvent: CO (Methanol). Run at time 8 hour. The product is NC1=CC=C(C=C1)NCCCOC1=CC=C(C(=O)OC)C=C1 (methyl 4-[3-[N-(4-aminophenyl)amino]propoxy]benzoate). Yield: 87.7%. RXN SMILES: [N+:1]([C:4]1[CH:9]=[CH:8][C:7]([NH:10][CH2:11][CH2:12][CH2:13][O:14][C:15]2[CH:24]=[CH:23][C:18]([C:19]([O:21][CH3:22])=[O:20])=[CH:17][CH:16]=2)=[CH:6][CH:5]=1)([O-])=O>[Pd].CO>[NH2:1][C:4]1[CH:5]=[CH:6][C:7]([NH:10][CH2:11][CH2:12][CH2:13][O:14][C:15]2[CH:16]=[CH:17][C:18]([C:19]([O:21][CH3:22])=[O:20])=[CH:23][CH:24]=2)=[CH:8][CH:9]=1. Procedure: Methanol (200 ml) and methyl 4-[3-[N-(4nitrophenyl)amino]propoxy]benzoate (6.9 g) were added to 5 % palladium/carbon (0.7 g) and catalytic reduction was carried out at room temperature overnight. The catalyst was removed by filtration, and the filtrate was concentrated under reduced pressure, then, to the residue was added isopropyl ether. The insoluble product was collected by filtration to give methyl 4-[3-[N-(4-aminophenyl)amino]propoxy]benzoate (5.5 g). Starting materials: FC1=C(C(=O)N=C=O)C(=CC=C1)F (2,6-difluorobenzoylisocyanate), ClC1=C(OC2=CC(=C(C=C2)NSN(C(CCC)=O)C)F)C=CC(=C1)C(F)(F)F (N-[[[4-[2-chloro-4-(trifluoromethyl)phenoxy]-2-fluorophenyl]amino]thio]-N-methylbutanamide). The solvent is petroleum ether, C1(=CC=CC=C1)C (toluene), solvent. Reaction conditions: time 2 hour. The product is ClC1=C(OC2=CC(=C(C=C2)N(SN(C(CCC)=O)C)C(=O)NC(C2=C(C=CC=C2F)F)=O)F)C=CC(=C1)C(F)(F)F (N-[[[4-[2-chloro-4-(trifluoromethyl)phenoxy]-2-fluorophenyl][[(2,6-difluorobenzoyl)amino]carbonyl]amino]thio]-N-methylbutanamide). Isolated yield 68.9%. As a reaction SMILES: [F:1][C:2]1[CH:12]=[CH:11][CH:10]=[C:9]([F:13])[C:3]=1[C:4]([N:6]=[C:7]=[O:8])=[O:5].[Cl:14][C:15]1[CH:37]=[C:36]([C:38]([F:41])([F:40])[F:39])[CH:35]=[CH:34][C:16]=1[O:17][C:18]1[CH:23]=[CH:22][C:21]([NH:24][S:25][N:26]([CH3:32])[C:27](=[O:31])[CH2:28][CH2:29][CH3:30])=[C:20]([F:33])[CH:19]=1>C1(C)C=CC=CC=1>[Cl:14][C:15]1[CH:37]=[C:36]([C:38]([F:39])([F:40])[F:41])[CH:35]=[CH:34][C:16]=1[O:17][C:18]1[CH:23]=[CH:22][C:21]([N:24]([C:7]([NH:6][C:4](=[O:5])[C:3]2[C:2]([F:1])=[CH:12][CH:11]=[CH:10][C:9]=2[F:13])=[O:8])[S:25][N:26]([CH3:32])[C:27](=[O:31])[CH2:28][CH2:29][CH3:30])=[C:20]([F:33])[CH:19]=1. Reported procedure: A solution of 2,6-difluorobenzoylisocyanate (2.0 g) in a 1:1 mixture of toluene and petroleum ether (5 ml) was added at room temperature over 30 minutes to a stirred solution of the compound of Example 3 (4.4 g) in the same solvent (20 ml). After stirring at room temperature for 2 hours, the solid product was filtered off and recrystallised from a mixture of diethyl ether and petroleum ether to give 4.3 g of the desired product, melting point 136°-138° C. Isolated yield 91.6%. The product is FC=1C=C(C=CC1N1CCN(CC1)C(=O)OC(C)(C)C)N1C(OC(C1)CN=[N+]=[N-])=O (3-[3-Fluoro-4-(4-tert-butoxycarbonylpiperazin-1-yl)phenyl]-5-azidomethyl-2-oxazolidinone). RXN SMILES: [F:1][C:2]1[CH:3]=[C:4]([N:21]2[CH2:25][CH:24]([CH2:26]OS(C)(=O)=O)[O:23][C:22]2=[O:32])[CH:5]=[CH:6][C:7]=1[N:8]1[CH2:13][CH2:12][N:11]([C:14]([O:16][C:17]([CH3:20])([CH3:19])[CH3:18])=[O:15])[CH2:10][CH2:9]1.[N-:33]=[N+:34]=[N-:35].[Na+]>CC(C)=O.O>[F:1][C:2]1[CH:3]=[C:4]([N:21]2[CH2:25][CH:24]([CH2:26][N:33]=[N+:34]=[N-:35])[O:23][C:22]2=[O:32])[CH:5]=[CH:6][C:7]=1[N:8]1[CH2:13][CH2:12][N:11]([C:14]([O:16][C:17]([CH3:20])([CH3:18])[CH3:19])=[O:15])[CH2:10][CH2:9]1 |f:1.2|. Reactants: [N-]=[N+]=[N-].[Na+] (sodium azide), [N-]=[N+]=[N-].[Na+] (sodium azide), FC=1C=C(C=CC1N1CCN(CC1)C(=O)OC(C)(C)C)N1C(OC(C1)COS(=O)(=O)C)=O (3-[3-Fluoro-4-(4-tert-butoxycarbonylpiperazin-1-yl)phenyl]-5-methanesulfonyloxymethyl-2-oxazolidinone), [N-]=[N+]=[N-].[Na+] (sodium azide). Run in O (water), O (water), CC(=O)C (acetone), O (water), O (water). Procedure: A solution of 440 mg (0.93 mmol) of mesylate 10 in 22 mL acetone was treated with a solution of 604 mg (9.29 mmol) of sodium azide in 6.4 mL water. The mixture was warmed at reflux for 18 hours. The mixture was cooled and a solution of 600 mg of sodium azide in 6 mL water was added followed by warming at reflux for an additional 18 hours. The mixture was cooled and a solution of 1.2 g of sodium azide in 12 mL water was added followed by warming at reflux for 24 hours. The mixture was cooled and ...